From a dataset of the Open Reaction Database (ORD), a public repository of structured organic reaction records. describe an organic reaction: reactants, conditions, products, and yield Reactants: C(C)OC1=CC=C(C=C1)C(COC(CCCCC)CO)O (1-p-ethoxyphenyl-4-hydroxymethyl-3-oxa-nonan-1-ol), C1(=CC=C(C=C1)S(=O)(=O)O)C (p-toluenesulphonic acid), C1(=CC=CC=C1)C (toluene). Solvent: O (water). The product is C(C)OC1=CC=C(C=C1)[C@@H]1OC[C@H](OC1)CCCCC (trans-2-p-ethoxyphenyl-5-pentyl-1,4-dioxane). RXN SMILES: [CH2:1]([O:3][C:4]1[CH:9]=[CH:8][C:7]([CH:10]([OH:21])[CH2:11][O:12][CH:13]([CH2:19]O)[CH2:14][CH2:15][CH2:16][CH2:17][CH3:18])=[CH:6][CH:5]=1)[CH3:2].C1(C)C=CC(S(O)(=O)=O)=CC=1.C1(C)C=CC=CC=1>O>[CH2:1]([O:3][C:4]1[CH:5]=[CH:6][C:7]([C@H:10]2[CH2:11][O:12][C@H:13]([CH2:14][CH2:15][CH2:16][CH2:17][CH3:18])[CH2:19][O:21]2)=[CH:8][CH:9]=1)[CH3:2]. Procedure details: One boils a solution of 29.6 g. 1-p-ethoxyphenyl-4-hydroxymethyl-3-oxa-nonan-1-ol (obtainable by reaction of p-ethoxyphenacyl bromide with 2-hydroxyheptanoic acid ethyl ester to give 2-p-ethoxyphenacyloxyheptanoic acid ethyl ester and reduction with LiAlH4) and 1 g. p-toluenesulphonic acid in 400 ml. toluene for 1 hour with water separator, washes with NaHCO3 solution, dries, evaporates and obtains trans-2-p-ethoxyphenyl-5-pentyl-1,4-dioxane. The reactants are CCO, [K+], CCOC(=O)c1nc2cc(-n3cccc3)c(C(F)(F)F)cc2[nH]c1=O, [OH-]. Product: O=C(O)c1nc2cc(-n3cccc3)c(C(F)(F)F)cc2[nH]c1=O. RXN SMILES: [CH3:28][CH2:29][OH:30].[K+:27].[O:1]=[c:2]1[c:3]([C:21](=[O:22])[O:23][CH2:24][CH3:25])[n:4][c:5]2[cH:6][c:7](-[n:16]3[cH:17][cH:18][cH:19][cH:20]3)[c:8]([C:12]([F:13])([F:14])[F:15])[cH:9][c:10]2[nH:11]1.[OH-:26]>>[O:1]=[c:2]1[c:3]([C:21](=[O:22])[OH:23])[n:4][c:5]2[cH:6][c:7](-[n:16]3[cH:17][cH:18][cH:19][cH:20]3)[c:8]([C:12]([F:13])([F:14])[F:15])[cH:9][c:10]2[nH:11]1. Product: C1(CCCCC1)NC1=C(C=C2C(C(=CN(C2=C1)C1CCCC1)CCO)=O)F (7-(cyclohexylamino)-1-cyclopentyl-6-fluoro-3-(2-hydroxyethyl)quinolin-4(1H)-one). Reactants: crude product, C1(CCCCC1)NC1=C(C=C2C(C(=CN(C2=C1)C1CCCC1)C=O)=O)F (7-(cyclohexylamino)-1-cyclopentyl-6-fluoro-4-oxo-1,4-dihydroquinoline-3-carbaldehyde), ice water, [Cl-].COC[P+](C1=CC=CC=C1)(C1=CC=CC=C1)C1=CC=CC=C1 ((methoxymethyl)triphenylphosphonium chloride), CCCCCC.C(CCC)[Li] (n-butyl lithium hexane), [BH4-].[Na+] (sodium borohydride). Run in C(C)O (ethanol), C1CCOC1 (THF), O (Water), C1CCOC1 (THF). Procedure details: 428 mg of (methoxymethyl)triphenylphosphonium chloride was dissolved in 5 ml of THF, and 1.2 ml of 1.6 M n-butyl lithium hexane solution was added under ice-cooling in an atmosphere of argon, followed by stirring at the same temperature for 30 minute. A 5 ml THF solution of 178 mg of 7-(cyclohexylamino)-1-cyclopentyl-6-fluoro-4-oxo-1,4-dihydroquinoline-3-carbaldehyde was added under ice-cooling thereto, followed by stirring at the same temperature for 15 minutes and then stirring at room tempera... Isolated yield 9.7%. As a reaction SMILES: [Cl-].[CH3:2][O:3]C[P+](C1C=CC=CC=1)(C1C=CC=CC=1)C1C=CC=CC=1.CCCCCC.C([Li])CCC.[CH:35]1([NH:41][C:42]2[CH:51]=[C:50]3[C:45]([C:46](=[O:59])[C:47]([CH:57]=O)=[CH:48][N:49]3[CH:52]3[CH2:56][CH2:55][CH2:54][CH2:53]3)=[CH:44][C:43]=2[F:60])[CH2:40][CH2:39][CH2:38][CH2:37][CH2:36]1.[BH4-].[Na+]>C1COCC1.C(O)C.O>[CH:35]1([NH:41][C:42]2[CH:51]=[C:50]3[C:45]([C:46](=[O:59])[C:47]([CH2:57][CH2:2][OH:3])=[CH:48][N:49]3[CH:52]3[CH2:53][CH2:54][CH2:55][CH2:56]3)=[CH:44][C:43]=2[F:60])[CH2:36][CH2:37][CH2:38][CH2:39][CH2:40]1 |f:0.1,2.3,5.6|. Conditions: time 30 minute. The reactants are ClC1=C(C(=O)N=C=O)C=C(C(=C1)F)F (2-chloro-4,5-difluorobenzoyl isocyanate), NC1=C(C=CC=C1)C=CC(=O)O (3-(2-aminophenyl)acrylic acid). Run in C(C)#N (acetonitrile). Product: ClC1=C(C(=O)NC(NC2=C(C=CC=C2)C=CC(=O)O)=O)C=C(C(=C1)F)F (3-{2-[3-(2-chloro-4,5-difluorobenzoyl)ureido]phenyl}acrylic acid). Isolated yield 75.6%. Reaction SMILES: [Cl:1][C:2]1[CH:12]=[C:11]([F:13])[C:10]([F:14])=[CH:9][C:3]=1[C:4]([N:6]=[C:7]=[O:8])=[O:5].[NH2:15][C:16]1[CH:21]=[CH:20][CH:19]=[CH:18][C:17]=1[CH:22]=[CH:23][C:24]([OH:26])=[O:25]>C(#N)C>[Cl:1][C:2]1[CH:12]=[C:11]([F:13])[C:10]([F:14])=[CH:9][C:3]=1[C:4]([NH:6][C:7](=[O:8])[NH:15][C:16]1[CH:21]=[CH:20][CH:19]=[CH:18][C:17]=1[CH:22]=[CH:23][C:24]([OH:26])=[O:25])=[O:5]. Reported procedure: 0.76 g (3.5 mmol) of 2-chloro-4,5-difluorobenzoyl isocyanate from step a in 6 ml of acetonitrile were added to 0.41 g (2.5 mmol) of 3-(2-aminophenyl)acrylic acid and the mixture was reacted for 2 hours at 40° C. After the mixture has cooled down to room temperature, the precipitate is filtered off with suction, washed twice with acetonitrile, sucked dry and dried. 0.72 g (76%) of the desired product is obtained. Starting materials: ClC=1C=CC2=C(C(=NCC(=N2)NC(CO)C(OCC)OCC)C2=C(C=CC=C2)F)C1 (7-chloro-2-(3,3-diethoxy-1-hydroxy-2-propyl-amino)-5-(2-fluorophenyl)-3H-1,4-benzodiazepine). Run in C(C)(=O)O (acetic acid). Conditions: time 2 hour. Product: ClC=1C=CC2=C(C(=NCC=3N2C=C(N3)CO)C3=C(C=CC=C3)F)C1 (8-chloro-6-(2-fluorophenyl)-4H-imidazo[1,2-a][1,4]benzodiazepine-2-methanol). Yield: 49.1%. Reaction SMILES: [Cl:1][C:2]1[CH:3]=[CH:4][C:5]2[N:11]=[C:10]([NH:12][CH:13]([CH:16](OCC)OCC)[CH2:14][OH:15])[CH2:9][N:8]=[C:7]([C:23]3[CH:28]=[CH:27][CH:26]=[CH:25][C:24]=3[F:29])[C:6]=2[CH:30]=1>C(O)(=O)C>[Cl:1][C:2]1[CH:3]=[CH:4][C:5]2[N:11]3[CH:16]=[C:13]([CH2:14][OH:15])[N:12]=[C:10]3[CH2:9][N:8]=[C:7]([C:23]3[CH:28]=[CH:27][CH:26]=[CH:25][C:24]=3[F:29])[C:6]=2[CH:30]=1. Procedure details: A solution of 30 g of 7-chloro-2-(3,3-diethoxy-1-hydroxy-2-propyl-amino)-5-(2-fluorophenyl)-3H-1,4-benzodiazepine in 300 ml of glacial acetic acid was heated to reflux temperature for 5 h. After cooling the solvent was removed in a vacuum, the residue was taken up in 300 ml of ethanol, the solution was treated with 150 ml of 2N aqueous sodium hydroxide solution and left te stand at room temperature for 2 h. Then, about 200 ml of ethanol were distilled off at 30° C. in a vacuum. The solution rema... Reactants: C(CCC)OC(CCCCCBr)=O (butyl-6-bromohexanoate), CNC1=CC=CC=C1 (N-methylaniline), C([O-])([O-])=O.[K+].[K+] (potassium carbonate), [I-].[K+] (potassium iodide). Run in C(CCC)O (butanol). Conditions: time 60 hour. Yields the product CN(C1=CC=CC=C1)CCCCCC(=O)OCCCC (Butyl 6-(N-methyl-N-phenylamino)hexanoate). Reaction SMILES: [CH2:1]([O:5][C:6](=[O:13])[CH2:7][CH2:8][CH2:9][CH2:10][CH2:11]Br)[CH2:2][CH2:3][CH3:4].[CH3:14][NH:15][C:16]1[CH:21]=[CH:20][CH:19]=[CH:18][CH:17]=1.C(=O)([O-])[O-].[K+].[K+].[I-].[K+]>C(O)CCC>[CH3:14][N:15]([CH2:11][CH2:10][CH2:9][CH2:8][CH2:7][C:6]([O:5][CH2:1][CH2:2][CH2:3][CH3:4])=[O:13])[C:16]1[CH:21]=[CH:20][CH:19]=[CH:18][CH:17]=1 |f:2.3.4,5.6|. Procedure details: A mixture of 111 g (0.44 mol) of butyl-6-bromohexanoate (Example 21), 50 g (0.46 mol) of N-methylaniline, 63.9 g (0.46 mol) of anhydrous potassium carbonate, 3.6 g (0.022 mol) of potassium iodide, and 500 mL of butanol was heated at reflux with stirring for 60 hours. The resulting suspension was cooled and filtered, and the solid was extracted with ethyl acetate. The extract was combined with the filtrate and the solvents were removed by rotary evaporation. The residue was distilled in vacuo, bp... Starting materials: CS(=O)(=O)O (Methanesulfonic acid), N1=CC=CC=C1 (pyridine), C1C(C)S1 (propylenesulfide). Run at temperature 40 celsius, time 15 minute. Product: CS(=O)(=O)[O-].SC(C[N+]1=CC=CC=C1)C (1-(2-mercapto-2-methylethyl)pyridinium methanesulfonate). Yield: 15.2%. Reaction SMILES: [CH3:1][S:2]([OH:5])(=[O:4])=[O:3].[N:6]1[CH:11]=[CH:10][CH:9]=[CH:8][CH:7]=1.[CH2:12]1[S:15][CH:13]1[CH3:14]>>[CH3:1][S:2]([O-:5])(=[O:4])=[O:3].[SH:15][CH:13]([CH3:14])[CH2:12][N+:6]1[CH:11]=[CH:10][CH:9]=[CH:8][CH:7]=1 |f:3.4|. Procedure details: Methanesulfonic acid (1.95 mL, 0.030 mol) was added slowly to cold pyridine (7.83 mL, 0.097 mol) and the resulting mixture was stirred at 40° C. for 15 min, treated with dl-propylenesulfide (2.59 mL, 0.033 mol) and stirred at 60° C. under a nitrogen atmosphere for 90 h. Pyridine was removed under vacuum; the residue was mixed with water and purified by chromatography (hplc, Prep. Bondapak C-18). The appropriate fractions were combined and lyophilized giving dl-1-(2-mercapto-2-methylethyl)pyridin...